Dataset: the Open Reaction Database (ORD), a public repository of structured organic reaction records. Task: describe an organic reaction: reactants, conditions, products, and yield Reactants: CO, CCOC(C)=O, Cl, CC(C)C(=O)NC(c1ccc(C=O)cc1)C(F)(F)F, NO, O. Product: CC(C)C(=O)NC(c1ccc(C=NO)cc1)C(F)(F)F. Reaction SMILES: [CH3:23][OH:24].[CH3:26][CH2:27][O:28][C:29](=[O:30])[CH3:31].[ClH:20].[F:1][C:2]([CH:3]([c:4]1[cH:5][cH:6][c:7]([CH:10]=[O:11])[cH:8][cH:9]1)[NH:12][C:13]([CH:14]([CH3:15])[CH3:16])=[O:17])([F:18])[F:19].[NH2:21][OH:22].[OH2:25]>>[F:1][C:2]([CH:3]([c:4]1[cH:5][cH:6][c:7]([CH:10]=[N:21][OH:22])[cH:8][cH:9]1)[NH:12][C:13]([CH:14]([CH3:15])[CH3:16])=[O:17])([F:18])[F:19]. The reactants are COC(=O)[C@H]1N(CC=2C=C3C(=CC2C1)OC[C@@H](O3)C3=CC(=CC=C3)OCC3=CC(=C(C=C3)Cl)Cl)C(=O)OC(C)(C)C ((3S,8S)-3-[3-(3,4-dichloro-benzyloxy)-phenyl]-2,3,8,9-tetrahydro-6H-[1,4]dioxino[2,3-g]isoquinoline-7,8-dicarboxylic acid 7-tert-butyl ester 8-methyl ester), [Li+].[OH-] (LiOH), Cl (HCl). The solvent is C1CCOC1.CO (THF MeOH). Reaction conditions: time 10 hour. Product: C(C)(C)(C)OC(=O)N1CC=2C=C3C(=CC2C[C@H]1C(=O)O)OC[C@@H](O3)C3=CC(=CC=C3)OCC3=CC(=C(C=C3)Cl)Cl ((3S,8S)-3-[3-(3,4-Dichloro-benzyloxy)-phenyl]-2,3,8,9-tetrahydro-6H-[1,4]dioxino[2,3-g]isoquinoline-7,8-dicarboxylic acid 7-tert-butyl ester). Yield: 96.7%. Reaction SMILES: C[O:2][C:3]([C@@H:5]1[CH2:14][C:13]2[CH:12]=[C:11]3[O:15][CH2:16][C@H:17]([C:19]4[CH:24]=[CH:23][CH:22]=[C:21]([O:25][CH2:26][C:27]5[CH:32]=[CH:31][C:30]([Cl:33])=[C:29]([Cl:34])[CH:28]=5)[CH:20]=4)[O:18][C:10]3=[CH:9][C:8]=2[CH2:7][N:6]1[C:35]([O:37][C:38]([CH3:41])([CH3:40])[CH3:39])=[O:36])=[O:4].[Li+].[OH-].Cl>C1COCC1.CO>[C:38]([O:37][C:35]([N:6]1[C@H:5]([C:3]([OH:4])=[O:2])[CH2:14][C:13]2[CH:12]=[C:11]3[O:15][CH2:16][C@H:17]([C:19]4[CH:24]=[CH:23][CH:22]=[C:21]([O:25][CH2:26][C:27]5[CH:32]=[CH:31][C:30]([Cl:33])=[C:29]([Cl:34])[CH:28]=5)[CH:20]=4)[O:18][C:10]3=[CH:9][C:8]=2[CH2:7]1)=[O:36])([CH3:41])([CH3:39])[CH3:40] |f:1.2,4.5|. Procedure details: To a solution of (3S,8S)-3-[3-(3,4-dichloro-benzyloxy)-phenyl]-2,3,8,9-tetrahydro-6H-[1,4]dioxino[2,3-g]isoquinoline-7,8-dicarboxylic acid 7-tert-butyl ester 8-methyl ester (0.72 g) in THF:MeOH (3:7, 10 mL) solution, 2 N LiOH solution (4 mL) was added and 0° C., and the resulting reaction mixture was stirred at room temperature for 10 hours. After completion of the reaction, 1N HCl (8 mL) was added to neutralize the base, extracted with ethyl acetate, organic layer was washed with water, brine, ...